From a dataset of the Open Reaction Database (ORD), a public repository of structured organic reaction records. describe an organic reaction: reactants, conditions, products, and yield Reactants: BrC=1C=C2C(=CNC2=C(C1)C(=O)O)C1CS(CC1)(=O)=O (5-bromo-3-(1,1-dioxidotetrahydro-3-thienyl)-1H-indole-7-carboxylic acid), C=1C=CC2=C(C1)N=NN2O (HOBt), CCN=C=NCCCN(C)C.Cl (EDC.HCl), N (NH3), CO (methanol). Run in C(Cl)Cl (DCM). Conditions: time 8 hour. Yields the product BrC=1C=C2C(=CNC2=C(C1)C(=O)N)C1CS(CC1)(=O)=O (5-bromo-3-(1,1-dioxidotetrahydro-3-thienyl)-1H-indole-7-carboxamide). The yield is 100.8%. Reaction SMILES: [Br:1][C:2]1[CH:3]=[C:4]2[C:8](=[C:9]([C:11](O)=[O:12])[CH:10]=1)[NH:7][CH:6]=[C:5]2[CH:14]1[CH2:18][CH2:17][S:16](=[O:20])(=[O:19])[CH2:15]1.C1C=CC2N(O)N=[N:27]C=2C=1.CCN=C=NCCCN(C)C.Cl.N.CO>C(Cl)Cl>[Br:1][C:2]1[CH:3]=[C:4]2[C:8](=[C:9]([C:11]([NH2:27])=[O:12])[CH:10]=1)[NH:7][CH:6]=[C:5]2[CH:14]1[CH2:18][CH2:17][S:16](=[O:20])(=[O:19])[CH2:15]1 |f:2.3|. Procedure details: To a solution of 5-bromo-3-(1,1-dioxidotetrahydro-3-thienyl)-1H-indole-7-carboxylic acid (36 mg, 0.1 mmol) in DCM (5 mL) was added HOBt (16 mg, 0.12 mmol), and EDC.HCl (23 mg, 0.12 mmol) and 2 M NH3 in methanol (0.2 mL, 0.4 mmol). The mixture was kept overnight at RT. The mixture was concentrated, and EtOAc and aq. NaHCO3 were added. The aqueous layer was extracted with ethyl acetate once. The combined organic layers were dried (MgSO4) and concentrated to give 36 mg of the title compound. Reaction SMILES: [CH2:1]([O:3][C:4](=[O:20])[C:5]#[C:6][C:7]1[S:11][C:10]([NH:12]C(OC(C)(C)C)=O)=[N:9][CH:8]=1)[CH3:2].FC(F)(F)C(O)=O.C(=O)(O)[O-]>C(Cl)Cl>[CH2:1]([O:3][C:4](=[O:20])[C:5]#[C:6][C:7]1[S:11][C:10]([NH2:12])=[N:9][CH:8]=1)[CH3:2]. Reported procedure: (2-tert-Butoxycarbonylamino-thiazol-5-yl)-propynoic acid ethyl ester (1.2 g, 4.049 mmol) was dissolved in DCM (20 ml), trifluoroacetic acid (4.617 g, 40.93 mmol) was added in drop wise fashion at 0° C. After complete addition the reaction was allowed to stir for overnight at room temperature. Additional 3 ml of TFA was charged to the reaction and stirred for 2 hr. TLC showed complete reaction. Reaction was basified with sat. bicarbonate. The aqueous layer was extracted with ethyl acetate (30 ml×... Starting materials: C([O-])(O)=O (bicarbonate), C(C)OC(C#CC1=CN=C(S1)NC(=O)OC(C)(C)C)=O ((2-tert-Butoxycarbonylamino-thiazol-5-yl)-propynoic acid ethyl ester), C(=O)(C(F)(F)F)O (TFA), FC(C(=O)O)(F)F (trifluoroacetic acid). Conditions: time 8 hour. The product is C(C)OC(C#CC1=CN=C(S1)N)=O ((2-Amino-thiazol-5-yl)-propynoic acid ethyl ester). Solvent: C(Cl)Cl (DCM).